From a dataset of the Open Reaction Database (ORD), a public repository of structured organic reaction records. describe an organic reaction: reactants, conditions, products, and yield Starting materials: II (iodine), [I-].[K+] (potassium iodide), C([O-])([O-])=O.[K+].[K+] (potassium carbonate), OC1=NSC(=C1C#N)SCC (3-hydroxy-4-cyano-5-ethylthioisothiazole), C(C#C)OCCl (2-propynyloxymethyl chloride), [OH-].[K+] (KOH). The solvent is O (water), CN(C)C=O (DMF), O (Water), CN(C)C=O (DMF). The product is IC#CCOCOC1=NSC(=C1C#N)SCC (3-(3-iodo-2-propynyloxymethyloxy)-4-cyano-5-ethylthioisothiazole). As a reaction SMILES: [OH:1][C:2]1[C:6]([C:7]#[N:8])=[C:5]([S:9][CH2:10][CH3:11])[S:4][N:3]=1.C(=O)([O-])[O-].[K+].[K+].[CH2:18]([O:21][CH2:22]Cl)[C:19]#[CH:20].[I:24]I.[I-].[K+].[OH-].[K+]>CN(C=O)C.O>[I:24][C:20]#[C:19][CH2:18][O:21][CH2:22][O:1][C:2]1[C:6]([C:7]#[N:8])=[C:5]([S:9][CH2:10][CH3:11])[S:4][N:3]=1 |f:1.2.3,6.7,8.9|. Reported procedure: 1.86 Grams of 3-hydroxy-4-cyano-5-ethylthioisothiazole was dissolved in 30 ml of DMF, and 0.7 g of potassium carbonate was added thereto. Thereafter, 1.3 g of 2-propynyloxymethyl chloride was added at room temperature with stirring, and the reaction solution was stirred at 50° C. for 2 hours. The reaction solution was ice-cooled to 5° to 10° C., a solution of 5.0 g of iodine and 3.2 g of potassium iodide in 5 ml of water and 20 ml of DMF was added thereto, and then 6.6 g of 10% KOH was added dro... Starting materials: Cl (HCl), ClC1=CC=C(CN(C(=O)C2(N(CC2)C(CC2=CC(=CC(=C2)C)C)=O)C)CC#N)C=C1 (1-[2-(3,5-dimethyl-phenyl)-acetyl]-2-methyl-azetidine-2-carboxylic acid (4-chloro-benzyl)-cyanomethyl-amide), Compound 68, [Sn](CCCC)(CCCC)(CCCC)N=[N+]=[N-] (Bu3SnN3). Solvent: CCOCC (Et2O), C1(=CC=CC=C1)C (toluene). Run at temperature 20 celsius, time 15 hour. The product is ClC1=CC=C(CN(C(=O)C2(N(CC2)C(CC2=CC(=CC(=C2)C)C)=O)C)CC2=NN=NN2)C=C1 (1-[2-(3,5-dimethyl-phenyl)-acetyl]-2-methyl-azetidine-2-carboxylic acid (4-chloro-benzyl)-(1H-tetrazol-5-ylmethyl)-amide). RXN SMILES: [Cl:1][C:2]1[CH:30]=[CH:29][C:5]([CH2:6][N:7]([CH2:26][C:27]#[N:28])[C:8]([C:10]2([CH3:25])[CH2:13][CH2:12][N:11]2[C:14](=[O:24])[CH2:15][C:16]2[CH:21]=[C:20]([CH3:22])[CH:19]=[C:18]([CH3:23])[CH:17]=2)=[O:9])=[CH:4][CH:3]=1.[Sn]([N:44]=[N+:45]=[N-:46])(CCCC)(CCCC)CCCC.Cl>C1(C)C=CC=CC=1.CCOCC>[Cl:1][C:2]1[CH:3]=[CH:4][C:5]([CH2:6][N:7]([CH2:26][C:27]2[NH:46][N:45]=[N:44][N:28]=2)[C:8]([C:10]2([CH3:25])[CH2:13][CH2:12][N:11]2[C:14](=[O:24])[CH2:15][C:16]2[CH:21]=[C:20]([CH3:22])[CH:19]=[C:18]([CH3:23])[CH:17]=2)=[O:9])=[CH:29][CH:30]=1. Reported procedure: To a solution of 1-[2-(3,5-dimethyl-phenyl)-acetyl]-2-methyl-azetidine-2-carboxylic acid (4-chloro-benzyl)-cyanomethyl-amide, Compound 68 (1 eq.) in toluene was added Bu3SnN3 (10 eq.). The reaction was refluxed for 6 h and cooled to 20° C. then HCl 2N in Et2O was added. After 15 h of stirring, the solid was filtered, dissolved in DCM and precipitated with iPr2O. The solid was purified by chromatography on silica gel (elution with DCM/MeOH: 1/0 to 95/5) to afford 1-[2-(3,5-dimethyl-phenyl)-acetyl...